From a dataset of the Open Reaction Database (ORD), a public repository of structured organic reaction records. describe an organic reaction: reactants, conditions, products, and yield Starting materials: Cc1ccc(C#N)cc1[N+](=O)[O-], CS(C)=O, N#Cc1ccc(C=O)cc1, O. Product: N#Cc1ccc(C(O)Cc2ccc(C#N)cc2[N+](=O)[O-])cc1. Reaction SMILES: [CH3:11][c:12]1[c:13]([N+:20](=[O:21])[O-:22])[cH:14][c:15]([C:16]#[N:17])[cH:18][cH:19]1.[CH3:23][S:24]([CH3:25])=[O:26].[CH:1](=[O:2])[c:3]1[cH:4][cH:5][c:6]([C:7]#[N:8])[cH:9][cH:10]1.[OH2:27]>>[CH:1]([OH:2])([c:3]1[cH:4][cH:5][c:6]([C:7]#[N:8])[cH:9][cH:10]1)[CH2:11][c:12]1[c:13]([N+:20](=[O:21])[O-:22])[cH:14][c:15]([C:16]#[N:17])[cH:18][cH:19]1. Reactants: BrC(C(=O)OCC)C1=CC=C(C=C1)OC (Ethyl 2-bromo-2(4-methoxyphenyl)acetate), OC(CCCCC)C=1C=C(C=CC1)O (3-(α-hydroxyhexyl)phenol), C([O-])([O-])=O.[K+].[K+] (potassium carbonate), [I-].[K+] (potassium iodide). Run in CN(C)C=O (DMF), O (water). Run at time 40 hour. Product: COC1=CC=C(C=C1)C(C(=O)OCC)OC1=CC(=CC=C1)C(CCCCC)O (Ethyl 2(4-methoxyphenyl)-2[3-(α-hydroxyhexy)phenoxy)acetate). As a reaction SMILES: [OH:1][CH:2]([C:8]1[CH:9]=[C:10]([OH:14])[CH:11]=[CH:12][CH:13]=1)[CH2:3][CH2:4][CH2:5][CH2:6][CH3:7].C(=O)([O-])[O-].[K+].[K+].[I-].[K+].Br[CH:24]([C:30]1[CH:35]=[CH:34][C:33]([O:36][CH3:37])=[CH:32][CH:31]=1)[C:25]([O:27][CH2:28][CH3:29])=[O:26]>CN(C=O)C.O>[CH3:37][O:36][C:33]1[CH:32]=[CH:31][C:30]([CH:24]([O:14][C:10]2[CH:11]=[CH:12][CH:13]=[C:8]([CH:2]([OH:1])[CH2:3][CH2:4][CH2:5][CH2:6][CH3:7])[CH:9]=2)[C:25]([O:27][CH2:28][CH3:29])=[O:26])=[CH:35][CH:34]=1 |f:1.2.3,4.5|. Procedure: To a stirred mixture of 10 g of 3-(α-hydroxyhexyl)phenol, 7.8 g of potassium carbonate, and 4 g of potassium iodide in 400 ml of DMF was added 13.2 g of Ethyl 2-bromo-2(4-methoxyphenyl)acetate and stirring was continuted at room temperature for 40 hours. The reaction mixture was then diluted with water, extracted with ethyl acetate, dried over magnesium sulfate and evaporated to dryness. The oily residue (8 g) was chromatographed by HPLC using EtOAc-hexane (1:4) as eluent to give pure product. Product: C1(CCCCC1)N1C(C=CC1=O)=O (N-cyclohexylmaleimide). The reactants are C1(CCCCC1)NC(\C=C/C(=O)O)=O (N-Cyclohexylmaleamic acid), alcohols, S(O)(O)(=O)=O (sulfuric acid). Reported procedure: In accordance with the procedures of Comparative example 1, the reactions were conducted by using 0.05 mol of N-Cyclohexylmaleamic acid, 0.15 mol of alcohols and 0.025 mol of conc. sulfuric acid. The yields (mol%) of N-cyclohexylmaleimide based on N-cyclohexylmaleamic acid are listed in Table 2. As a reaction SMILES: [CH:1]1([NH:7][C:8](=[O:14])/[CH:9]=[CH:10]\[C:11]([OH:13])=O)[CH2:6][CH2:5][CH2:4][CH2:3][CH2:2]1.S(=O)(=O)(O)O>>[CH:1]1([N:7]2[C:8](=[O:14])[CH:9]=[CH:10][C:11]2=[O:13])[CH2:6][CH2:5][CH2:4][CH2:3][CH2:2]1. The reactants are C1C(C)O1 (propylene oxide), [Cl-].[Al+3].[Cl-].[Cl-] (aluminum chloride), C(C)(C)(C)C1=C(C(=CC=C1)C(C)(C)C)O (2,6-di-tert-butylphenol). The solvent is C1(=CC=CC=C1)C (toluene), C1(=CC=CC=C1)C (toluene), C1(=CC=CC=C1)C (toluene). Run at time 10 minute. Yields the product C(C)(C)(C)C=1C=C(C=C(C1O)C(C)(C)C)C(CO)C (2-(3,5-Di-tert-butyl-4-hydroxyphenyl)propanol). Yield: 16.0%. As a reaction SMILES: [Cl-].[Al+3].[Cl-].[Cl-].[C:5]([C:9]1[CH:14]=[CH:13][CH:12]=[C:11]([C:15]([CH3:18])([CH3:17])[CH3:16])[C:10]=1[OH:19])([CH3:8])([CH3:7])[CH3:6].[CH2:20]1[O:23][CH:21]1[CH3:22]>C1(C)C=CC=CC=1>[C:15]([C:11]1[CH:12]=[C:13]([CH:21]([CH3:22])[CH2:20][OH:23])[CH:14]=[C:9]([C:5]([CH3:8])([CH3:7])[CH3:6])[C:10]=1[OH:19])([CH3:18])([CH3:17])[CH3:16] |f:0.1.2.3|. Procedure: To a stirred slurry of 66.7 g (0.5 mole) aluminum chloride in 250 ml toluene, 103.0 g (0.5 mole) 2,6-di-tert-butylphenol dissolved in 250 ml toluene was slowly added through a dropping funnel under a nitrogen atmosphere and under dry ice/acetone bath cooling so as to maintain the temperature of the mixture at -25° C. to -20° C. The addition was complete in 10 minutes. To the resulting orange-yellow slurry, 87.0 g (1.5 mole) propylene oxide dissolved in 250 ml toluene dropwise with stirring was s...